From a dataset of the Open Reaction Database (ORD), a public repository of structured organic reaction records. describe an organic reaction: reactants, conditions, products, and yield Reactants: C1(=CC=CC=C1)[C@H](C)NC1=NC=CC(=N1)N1C=NC2=C1C=CC(=C2)C2=NC(=NC=C2)Cl (2-[(S)-1-Phenylethylamino]-4-[5-(2-chloropyrimidin-4-yl)benzimidazol-1-yl]pyrimidine), Cl.COC=1C=C(CN)C=C(C1OC)OC (3,4,5-trimethoxybenzylamine hydrochloride), C(C)(C)N(C(C)C)CC (N,N-diisopropylethylamine), CS(=O)C (DMSO). The solvent is O (water). Run at temperature 100 celsius. Yields the product C1(=CC=CC=C1)[C@H](C)NC1=NC=CC(=N1)N1C=NC2=C1C=CC(=C2)C2=NC(=NC=C2)NCC2=CC(=C(C(=C2)OC)OC)OC (2-[(S)-1-Phenylethylamino]-4-[5-(2-(3,4,5-trimethoxybenzylamino)pyrimidin-4-yl)benzimidazol-1-yl]pyrimidine). Reaction SMILES: [C:1]1([C@@H:7]([NH:9][C:10]2[N:15]=[C:14]([N:16]3[C:20]4[CH:21]=[CH:22][C:23]([C:25]5[CH:30]=[CH:29][N:28]=[C:27](Cl)[N:26]=5)=[CH:24][C:19]=4[N:18]=[CH:17]3)[CH:13]=[CH:12][N:11]=2)[CH3:8])[CH:6]=[CH:5][CH:4]=[CH:3][CH:2]=1.Cl.[CH3:33][O:34][C:35]1[CH:36]=[C:37]([CH:40]=[C:41]([O:45][CH3:46])[C:42]=1[O:43][CH3:44])[CH2:38][NH2:39].C(N(CC)C(C)C)(C)C.CS(C)=O>O>[C:1]1([C@@H:7]([NH:9][C:10]2[N:15]=[C:14]([N:16]3[C:20]4[CH:21]=[CH:22][C:23]([C:25]5[CH:30]=[CH:29][N:28]=[C:27]([NH:39][CH2:38][C:37]6[CH:40]=[C:41]([O:45][CH3:46])[C:42]([O:43][CH3:44])=[C:35]([O:34][CH3:33])[CH:36]=6)[N:26]=5)=[CH:24][C:19]=4[N:18]=[CH:17]3)[CH:13]=[CH:12][N:11]=2)[CH3:8])[CH:6]=[CH:5][CH:4]=[CH:3][CH:2]=1 |f:1.2|. Procedure: 2-[(S)-1-Phenylethylamino]-4-[5-(2-chloropyrimidin-4-yl)benzimidazol-1-yl]pyrimidine (EXAMPLE 424) (80 mg), 3,4,5-trimethoxybenzylamine hydrochloride (219 mg), and N,N-diisopropylethylamine (0.16 mL) were dissolved DMSO (4 mL) and the resulting solution was heated to 100° C. for 15 hours. Upon cooling the reaction mixture was diluted with water (20 mL) and extracted with EtOAc (2×25). The combined organic extracts were dried (MgSO4) and evaporated. Starting materials: CC(=O)Nc1cccc2c1C(=O)N(C1(C(=O)Cl)CCCCC1)C2=O, CN. Yields the product CNC(=O)C1(N2C(=O)c3cccc(NC(C)=O)c3C2=O)CCCCC1. Reaction SMILES: [C:1]([CH3:2])(=[O:3])[NH:4][c:5]1[c:6]2[c:7]([cH:22][cH:23][cH:24]1)[C:8](=[O:9])[N:10]([C:13]1([C:19](=[O:20])[Cl:21])[CH2:14][CH2:15][CH2:16][CH2:17][CH2:18]1)[C:11]2=[O:12].[CH3:25][NH2:26]>>[C:1]([CH3:2])(=[O:3])[NH:4][c:5]1[c:6]2[c:7]([cH:22][cH:23][cH:24]1)[C:8](=[O:9])[N:10]([C:13]1([C:19](=[O:20])[NH:26][CH3:25])[CH2:14][CH2:15][CH2:16][CH2:17][CH2:18]1)[C:11]2=[O:12]. Procedure details: To a mixture of ethyl 3-aminopropionate hydrochloride (10.29 gm, 0.067 mol), 4-(2-chloro-4-(trifluoromethyl)phenoxy)-1,2-dinitrobenzene (5.96 gm, 0.016 mol) and 150 ml of dry dioxane there was added 9.12 gm (0.066 mol) of anhydrous potassium carbonate. The mixture was stirred at room temperature for about 48 hours. The resultant bright-yellow suspension was poured into water and extracted with ether. The etheral solution was then washed with saturated sodium chloride and dried over anhydrous mag... RXN SMILES: Cl.[NH2:2][CH2:3][CH2:4][C:5]([O:7][CH2:8][CH3:9])=[O:6].[Cl:10][C:11]1[CH:29]=[C:28]([C:30]([F:33])([F:32])[F:31])[CH:27]=[CH:26][C:12]=1[O:13][C:14]1[CH:19]=[CH:18][C:17]([N+:20]([O-:22])=[O:21])=[C:16]([N+]([O-])=O)[CH:15]=1.O1CCOCC1.C(=O)([O-])[O-].[K+].[K+]>CO.O>[CH2:8]([O:7][C:5](=[O:6])[CH2:4][CH2:3][NH:2][C:16]1[CH:15]=[C:14]([O:13][C:12]2[CH:26]=[CH:27][C:28]([C:30]([F:33])([F:31])[F:32])=[CH:29][C:11]=2[Cl:10])[CH:19]=[CH:18][C:17]=1[N+:20]([O-:22])=[O:21])[CH3:9] |f:0.1,4.5.6|. Run in CO (methanol), O (water). Conditions: time 48 hour. The product is C(C)OC(CCNC1=C(C=CC(=C1)OC1=C(C=C(C=C1)C(F)(F)F)Cl)[N+](=O)[O-])=O (Ethyl-3-(5-(2-chloro-4-(trifluoromethyl)phenoxy)-2-nitro-phenylamino)propionate). Reactants: Cl.NCCC(=O)OCC (ethyl 3-aminopropionate hydrochloride), ClC1=C(OC2=CC(=C(C=C2)[N+](=O)[O-])[N+](=O)[O-])C=CC(=C1)C(F)(F)F (4-(2-chloro-4-(trifluoromethyl)phenoxy)-1,2-dinitrobenzene), O1CCOCC1 (dioxane), C([O-])([O-])=O.[K+].[K+] (potassium carbonate). The reactants are NC1=NNC=C1 (3-aminopyrazole), O\C=C\1/C(NC2=CC=CC=C12)=O (Z-3-[(hydroxy)-methylene]-1,3-dihydro-indol-2-one), COC1=C(C=CC=C1)C=1C=C(NN1)N (5-(2-methoxy-phenyl)-2H-pyrazol-3-ylamine). Run in O1CCCC1 (tetrahydrofuran). Yields the product COC1=C(C=CC=C1)C=1C=C(NN1)NC=C1C(NC2=CC=CC=C12)=O (3-{[5-(2-Methoxy-phenyl)-2H-pyrazol-3-ylamino]-methylene}-1,3-dihydro-indol-2-one). As a reaction SMILES: NC1C=CNN=1.O/[CH:8]=[C:9]1\[C:10](=[O:18])[NH:11][C:12]2[C:17]\1=[CH:16][CH:15]=[CH:14][CH:13]=2.[CH3:19][O:20][C:21]1[CH:26]=[CH:25][CH:24]=[CH:23][C:22]=1[C:27]1[CH:28]=[C:29]([NH2:32])[NH:30][N:31]=1>O1CCCC1>[CH3:19][O:20][C:21]1[CH:26]=[CH:25][CH:24]=[CH:23][C:22]=1[C:27]1[CH:28]=[C:29]([NH:32][CH:8]=[C:9]2[C:17]3[C:12](=[CH:13][CH:14]=[CH:15][CH:16]=3)[NH:11][C:10]2=[O:18])[NH:30][N:31]=1. Reported procedure: The named compound is prepared by substituting 5-(2-methoxy-phenyl)-2H-pyrazol-3-ylamine for 3-aminopyrazole in the reaction of Example 1. Specifically, E & Z-3-[(hydroxy)-methylene]-1,3-dihydro-indol-2-one (0.100 gms.) is reacted with 0.2551 gms. 5-(2-methoxy-phenyl)-2H-pyrazol-3-ylamine by refluxing in tetrahydrofuran (2.0 mL) overnight. Reactants: NC1=NC=2C=CC=NC2C2=C1N=C(N2CC(C)(O)C)COCC (1-[4-amino-2-(ethoxymethyl)-1H-imidazo[4,5-c][1,5]naphthyridin-1-yl]-2-methylpropan-2-ol), S(=O)(Cl)Cl (thionyl chloride). The solvent is C(Cl)Cl (CH2Cl2), C(C)O (ethanol). Run at time 30 minute. Product: Cl.C(C)OCC1=NC=2C(=NC=3CCCN4C(CN1C2C34)(C)C)N (2-(Ethoxymethyl)-4,4-dimethyl-3,4,6,7-tetrahydro-5H-1,2a,4a,8-tetraazacyclopenta[cd]phenalen-9-amine hydrochloride). Reaction SMILES: [NH2:1][C:2]1[C:11]2[N:12]=[C:13]([CH2:20][O:21][CH2:22][CH3:23])[N:14]([CH2:15][C:16]([CH3:19])(O)[CH3:17])[C:10]=2[C:9]2[N:8]=[CH:7][CH:6]=[CH:5][C:4]=2[N:3]=1.S(Cl)([Cl:26])=O>C(Cl)Cl.C(O)C>[ClH:26].[CH2:22]([O:21][CH2:20][C:13]1[N:14]2[C:10]3[C:9]4[N:8]([C:16]([CH3:19])([CH3:17])[CH2:15]2)[CH2:7][CH2:6][CH2:5][C:4]=4[N:3]=[C:2]([NH2:1])[C:11]=3[N:12]=1)[CH3:23] |f:4.5|. Procedure details: A solution of 1-[4-amino-2-(ethoxymethyl)-1H-imidazo[4,5-c][1,5]naphthyridin-1-yl]-2-methylpropan-2-ol (500 mg, 1.59 mmol) dissolved in 15 mL of anhydrous CH2Cl2 was treated with thionyl chloride (232 mL, 3.18 mmol). After 30 minutes, the reaction mixture was concentrated under reduced pressure. The resulting material was concentrated from ethanol and then dissolved in 15 mL of TFA. The mixture was placed in pressure flask and treated with 250 mg of PtO2. The mixture was then shaken under H2 at ... Procedure: To a solution of the ketoimidazole prepared in Example 13 above (0.38 g, 1.01 mmol) in 5 mL of EtOH was added N,N-dimethylformamide dimethyl acetal (0.4 mL, 0.36 g, 3.02 mmol) and the solution was heated at 90° C. for 3 h. After 3 h, an additional 1 mL of DMFDMA was added and heated for 3 h. At this time, TLC indicated no starting material and the solution was cooled to 70° C. and guanidine·HCl (0.19 g, 2.02 mmol) and NaOMe (25% w/w solution, 0.46 mL, 0.44 g, 2.02 mmol) were added. After 15 hour... Conditions: temperature 90 celsius, time 3 hour. Reactants: C(C1=CC=CC=C1)N1CCC(CC1)N1C=NC(=C1C(C)=O)C1=CC=C(C=C1)F (1-(1-Benzyl-4-piperidinyl)-4-(4-fluorophenyl)-5-acetylimidazole), COC(N(C)C)OC (N,N-dimethylformamide dimethyl acetal), NC(=N)N.Cl (guanidine·HCl), C[O-].[Na+] (NaOMe), CN(C)C(OC)OC (DMFDMA), CNC(=N)N.Cl (N-methylguanidine·HCl), C[O-].[Na+] (NaOMe). As a reaction SMILES: [CH2:1]([N:8]1[CH2:13][CH2:12][CH:11]([N:14]2[C:18]([C:19](=O)[CH3:20])=[C:17]([C:22]3[CH:27]=[CH:26][C:25]([F:28])=[CH:24][CH:23]=3)[N:16]=[CH:15]2)[CH2:10][CH2:9]1)[C:2]1[CH:7]=[CH:6][CH:5]=[CH:4][CH:3]=1.COC(OC)N(C)C.NC(N)=N.Cl.C[O-].[Na+].[CH3:45][NH:46][C:47]([NH2:49])=[NH:48].Cl>CCO.O>[CH2:1]([N:8]1[CH2:13][CH2:12][CH:11]([N:14]2[C:18]([C:19]3[CH:20]=[CH:45][N:46]=[C:47]([NH2:49])[N:48]=3)=[C:17]([C:22]3[CH:27]=[CH:26][C:25]([F:28])=[CH:24][CH:23]=3)[N:16]=[CH:15]2)[CH2:10][CH2:9]1)[C:2]1[CH:7]=[CH:6][CH:5]=[CH:4][CH:3]=1 |f:2.3,4.5,6.7|. Isolated yield 47.0%. Solvent: CCO (EtOH), O (water). Yields the product C(C1=CC=CC=C1)N1CCC(CC1)N1C=NC(=C1C1=NC(=NC=C1)N)C1=CC=C(C=C1)F (1-(1-Benzyl-4-piperidinyl)-4-(4-fluorophenyl)-5-[2-(amino)-4-pyrimidinyl]imidazole). Reactants: COC(=O)C1=CC(=CC=2CCOC21)C2=CC(=CC=C2)N (5-(3-aminophenyl)-2,3-dihydro-7-benzofurancarboxylic acid methyl ester), C(C)(C)(C)OC(=O)N(C[C@@H](C1=CC(=CC=C1)Cl)O[Si](C)(C)C(C)(C)C)CC=O ((R)-[(tert-butoxycarbonyl)-[2-(tert-butyldimethylsilanoxy)-2-(3-chlorophenyl)ethyl]amino]-acetaldehyde). The solvent is CCCCCC.C(C)(=O)OCC (hexane ethyl acetate). Product: COC(=O)C1=CC(=CC=2CCOC21)C2=CC(=CC=C2)NCCN(C(=O)OC(C)(C)C)C[C@H](O[Si](C)(C)C(C)(C)C)C2=CC(=CC=C2)Cl ((R)-5-[3-[[2-[[2-(3-Chlorophenyl)-2-[[(tert-butyl)dimethylsilyl]oxy]ethyl][(tert-butoxy)carbonyl]amino]ethyl]amino]phenyl]-2,3-dihydro-7-benzofurancarboxylic acid methyl ester). RXN SMILES: [CH3:1][O:2][C:3]([C:5]1[C:13]2[O:12][CH2:11][CH2:10][C:9]=2[CH:8]=[C:7]([C:14]2[CH:19]=[CH:18][CH:17]=[C:16]([NH2:20])[CH:15]=2)[CH:6]=1)=[O:4].[C:21]([O:25][C:26]([N:28]([CH2:46][CH:47]=O)[CH2:29][C@H:30]([O:38][Si:39]([C:42]([CH3:45])([CH3:44])[CH3:43])([CH3:41])[CH3:40])[C:31]1[CH:36]=[CH:35][CH:34]=[C:33]([Cl:37])[CH:32]=1)=[O:27])([CH3:24])([CH3:23])[CH3:22]>CCCCCC.C(OCC)(=O)C>[CH3:1][O:2][C:3]([C:5]1[C:13]2[O:12][CH2:11][CH2:10][C:9]=2[CH:8]=[C:7]([C:14]2[CH:19]=[CH:18][CH:17]=[C:16]([NH:20][CH2:47][CH2:46][N:28]([CH2:29][C@@H:30]([C:31]3[CH:36]=[CH:35][CH:34]=[C:33]([Cl:37])[CH:32]=3)[O:38][Si:39]([C:42]([CH3:43])([CH3:44])[CH3:45])([CH3:41])[CH3:40])[C:26]([O:25][C:21]([CH3:22])([CH3:23])[CH3:24])=[O:27])[CH:15]=2)[CH:6]=1)=[O:4] |f:2.3|. Reported procedure: TLC Rf (4:1 hexane/ethyl acetate)=0.14; from 5-(3-aminophenyl)-2,3-dihydro-7-benzofurancarboxylic acid methyl ester (500 mg) and (R)-[(tert-butoxycarbonyl)-[2-(tert-butyldimethylsilanoxy)-2-(3-chlorophenyl)ethyl]amino]-acetaldehyde (1.3 g).